From a dataset of the Open Reaction Database (ORD), a public repository of structured organic reaction records. describe an organic reaction: reactants, conditions, products, and yield Reactants: NC1=CC(=C(C=C1)OC1=CC2=C(CCN(CC2)C(=O)OC(C)(C)C)C=C1)F (1,1-dimethylethyl 7-[(4-amino-2-fluorophenyl)oxy]-1,2,4,5-tetrahydro-3H-3-benzazepine-3-carboxylate), C(I)(I)I (iodoform), N(=O)OC(C)(C)C (tert-butyl nitrite). The solvent is O1CCCC1 (tetrahydrofuran). Product: FC1=C(C=CC(=C1)I)OC1=CC2=C(CCN(CC2)C(=O)OC(C)(C)C)C=C1 (1,1-Dimethylethyl 7-[(2-fluoro-4-iodophenyl)oxy]-1,2,4,5-tetrahydro-3H-3-benzazepine-3-carboxylate). As a reaction SMILES: N[C:2]1[CH:7]=[CH:6][C:5]([O:8][C:9]2[CH:26]=[CH:25][C:12]3[CH2:13][CH2:14][N:15]([C:18]([O:20][C:21]([CH3:24])([CH3:23])[CH3:22])=[O:19])[CH2:16][CH2:17][C:11]=3[CH:10]=2)=[C:4]([F:27])[CH:3]=1.C(I)(I)[I:29].N(OC(C)(C)C)=O>O1CCCC1>[F:27][C:4]1[CH:3]=[C:2]([I:29])[CH:7]=[CH:6][C:5]=1[O:8][C:9]1[CH:26]=[CH:25][C:12]2[CH2:13][CH2:14][N:15]([C:18]([O:20][C:21]([CH3:24])([CH3:23])[CH3:22])=[O:19])[CH2:16][CH2:17][C:11]=2[CH:10]=1. Reported procedure: To a solution of 1,1-dimethylethyl 7-[(4-amino-2-fluorophenyl)oxy]-1,2,4,5-tetrahydro-3H-3-benzazepine-3-carboxylate (E274, Step 2) (0.5 g, 1.34 mmol) and iodoform (1 g, 2.69 mmol) in tetrahydrofuran (10 ml) was added dropwise tert-butyl nitrite (0.32 ml, 2.69 mmol). The reaction was then heated at reflux for 1 hour, cooled and concentrated in vacuo and resulting residue was purified by column chromatography eluting with a mixture of ethyl acetate:pentane (1:10) to afford the title compound. MS ...